From a dataset of the Open Reaction Database (ORD), a public repository of structured organic reaction records. describe an organic reaction: reactants, conditions, products, and yield Reactants: C(C)(C)(C)OC([C@@H](N)CC(C)C)=O (leucine tert-butyl ester), C(C)OP(=O)(C(C(=O)O)CC1=CC=C(C=C1)OC)OCC (2-(Diethoxyphosphinyl)-3-(4-methoxyphenyl)propionic acid), CN1CCOCC1 (NMM), C(C(C)C)OC(=O)Cl (isobutylchloroformate), KHCO3. The solvent is CN(C)C=O (DMF), C1CCOC1 (THF). Run at temperature -15 celsius, time 2 minute. Yields the product C(C)OP(=O)(C(C(=O)N[C@@H](CC(C)C)C(=O)OC(C)(C)C)CC1=CC=C(C=C1)OC)OCC (N-[2-(Diethoxyphosphinyl)-3-(4-methoxyphenyl) propionyl]-L-leucine, tert-butyl ester). RXN SMILES: [CH2:1]([O:3][P:4]([O:19][CH2:20][CH3:21])([CH:6]([CH2:10][C:11]1[CH:16]=[CH:15][C:14]([O:17][CH3:18])=[CH:13][CH:12]=1)[C:7]([OH:9])=O)=[O:5])[CH3:2].CN1CCOCC1.C(OC(Cl)=O)C(C)C.[C:37]([O:41][C:42](=[O:49])[C@H:43]([CH2:45][CH:46]([CH3:48])[CH3:47])[NH2:44])([CH3:40])([CH3:39])[CH3:38]>C1COCC1.CN(C=O)C>[CH2:20]([O:19][P:4]([O:3][CH2:1][CH3:2])([CH:6]([CH2:10][C:11]1[CH:16]=[CH:15][C:14]([O:17][CH3:18])=[CH:13][CH:12]=1)[C:7]([NH:44][C@H:43]([C:42]([O:41][C:37]([CH3:39])([CH3:38])[CH3:40])=[O:49])[CH2:45][CH:46]([CH3:48])[CH3:47])=[O:9])=[O:5])[CH3:21]. Procedure: The product of stage (b) was dissolved in THF (20 ml), cooled to -25° C. and with stirring NMM (1.28 g) and then isobutylchloroformate (1.65 g) successively added. After two minutes, a precooled solution of leucine tert-butyl ester (2.15 g) in DMF (5 ml) was added and the mixture stirred at -15° C. for 2 hr. The temperature was raised to 0° C. and stirring continued for 0.5 hr after the addition of 2 M KHCO3 (14 ml). The product was evaporated in vacuo, the residue suspended in ethyl acetate and... The reactants are [BH4-], C=Cc1ccc(C(C)N2CCC(CCCO[Si](C)(C)C(C)(C)C)(c3ccccc3)OC2=O)cc1, ClCCl, [Na+], O=[O+][O-]. Yields the product CC(c1ccc(CO)cc1)N1CCC(CCCO[Si](C)(C)C(C)(C)C)(c2ccccc2)OC1=O. As a reaction SMILES: [BH4-:38].[C:1]([CH3:2])([CH3:3])([CH3:4])[Si:5]([O:6][CH2:7][CH2:8][CH2:9][C:10]1([c:27]2[cH:28][cH:29][cH:30][cH:31][cH:32]2)[CH2:11][CH2:12][N:13]([CH:17]([CH3:18])[c:19]2[cH:20][cH:21][c:22]([CH:25]=[CH2:26])[cH:23][cH:24]2)[C:14](=[O:16])[O:15]1)([CH3:33])[CH3:34].[Cl:40][CH2:41][Cl:42].[Na+:39].[O-:35][O+:36]=[O:37]>>[C:1]([CH3:2])([CH3:3])([CH3:4])[Si:5]([O:6][CH2:7][CH2:8][CH2:9][C:10]1([c:27]2[cH:28][cH:29][cH:30][cH:31][cH:32]2)[CH2:11][CH2:12][N:13]([CH:17]([CH3:18])[c:19]2[cH:20][cH:21][c:22]([CH2:25][OH:35])[cH:23][cH:24]2)[C:14](=[O:16])[O:15]1)([CH3:33])[CH3:34]. The reactants are C1=CC=CC=2C3=CC=CC=C3C(C12)COC(=O)N1CCC(=CC1)C1=CC=CC=C1 (4-Phenyl-3,6-dihydro-2H-pyridine-1-carboxylic acid 9H-fluoren-9-ylmethyl ester), B(F)(F)F (BF3), C1(=CC=CC=C1)O (phenol). The solvent is O (Water). The product is C1=CC=CC=2C3=CC=CC=C3C(C12)COC(=O)N1CCC(CC1)(C1=CC=CC=C1)C1=CC=C(C=C1)O (4-(4-Hydroxy-phenyl)-4-phenyl-piperidine-1-carboxylic acid 9H-fluoren-9-ylmethyl ester). Reaction SMILES: [CH:1]1[C:13]2[CH:12]([CH2:14][O:15][C:16]([N:18]3[CH2:23][CH:22]=[C:21]([C:24]4[CH:29]=[CH:28][CH:27]=[CH:26][CH:25]=4)[CH2:20][CH2:19]3)=[O:17])[C:11]3[C:6](=[CH:7][CH:8]=[CH:9][CH:10]=3)[C:5]=2[CH:4]=[CH:3][CH:2]=1.B(F)(F)F.[C:34]1([OH:40])[CH:39]=[CH:38][CH:37]=[CH:36][CH:35]=1>O>[CH:10]1[C:11]2[CH:12]([CH2:14][O:15][C:16]([N:18]3[CH2:19][CH2:20][C:21]([C:37]4[CH:38]=[CH:39][C:34]([OH:40])=[CH:35][CH:36]=4)([C:24]4[CH:25]=[CH:26][CH:27]=[CH:28][CH:29]=4)[CH2:22][CH2:23]3)=[O:17])[C:13]3[C:5](=[CH:4][CH:3]=[CH:2][CH:1]=3)[C:6]=2[CH:7]=[CH:8][CH:9]=1. Reported procedure: 4-Phenyl-3,6-dihydro-2H-pyridine-1-carboxylic acid 9H-fluoren-9-ylmethyl ester (200 mg, 0.52 mmol) was treated with a drop of BF3*H3PO4 and phenol (200 mg, 2.1 mmol) at 60° C. for 6 h. Water (10 mL) was added and aqueous phase was extracted dichloromethane (2×10 mL). The combined organic phase was concentrated. 1H nmr indicated full conversion of the starting material. The desired product was isolated after flash chromatography. Yield: 270 mg. LC/MS purity (UV/MS): 96/91%, Rt 7.32 min. M+1: 432. The product is S1C(SCCC1)CC=C(CCCCO)F (7-(1,3-DITHIA-2-CYCLOHEXYL)-5-FLUORO-5-HEPTENOL). Run at temperature 0 celsius, time 30 minute. Reactants: CC(=O)C (Acetone), aldehyde, S1C(SCCC1)CC=C(CCCC=O)F (7-(1,3-DITHIA-2-CYCLOHEXYL)-5-FLUORO-5-HEPTENAL), [BH4-].[Na+] (sodium borohydride), [BH4-].[Na+] (Sodium borohydride), C(C)(=O)O (acetic acid). Reported procedure: The aldehyde prepared in 2G (0.937 g, 3.77 mmoles) was dissolved in methanol (20 ml) and cooled to 0° C. Sodium borohydride (0.071 g, 1.87 mmoles) was added and the mixture was stirred 30 min. Acetone was added to react with an excess of sodium borohydride and then the reaction mixture was acidified with acetic acid. The solvents were evaporated under reduced pressure. The residue was diluted with ether and washed with water. The organic phase was dried over sodium sulfate, filtered and concentr... The solvent is CO (methanol). As a reaction SMILES: [S:1]1[CH2:6][CH2:5][CH2:4][S:3][CH:2]1[CH2:7][CH:8]=[C:9]([F:15])[CH2:10][CH2:11][CH2:12][CH:13]=[O:14].[BH4-].[Na+].CC(C)=O.C(O)(=O)C>CO>[S:1]1[CH2:6][CH2:5][CH2:4][S:3][CH:2]1[CH2:7][CH:8]=[C:9]([F:15])[CH2:10][CH2:11][CH2:12][CH2:13][OH:14] |f:1.2|. Starting materials: COC(=O)Cc1c(C)cc(C(C)(C)C)c(O)c1C, CCCCCCCCCCCCCCCCCCN, CO. Product: CCCCCCCCCCCCCCCCCCNC(=O)Cc1c(C)cc(C(C)(C)C)c(O)c1C. As a reaction SMILES: [C:1]([CH3:2])([CH3:3])([CH3:4])[c:5]1[c:6]([OH:18])[c:7]([CH3:17])[c:8]([CH2:12][C:13]([O:15][CH3:14])=[O:16])[c:9]([CH3:11])[cH:10]1.[CH2:19]([CH2:20][CH2:21][CH2:22][CH2:23][CH2:24][CH2:25][CH2:26][CH2:27][CH2:28][CH2:29][CH2:30][CH2:31][CH2:32][CH2:33][CH2:34][CH2:35][CH3:36])[NH2:37].[CH3:38][OH:39]>>[C:1]([CH3:2])([CH3:3])([CH3:4])[c:5]1[c:6]([OH:18])[c:7]([CH3:17])[c:8]([CH2:12][C:13](=[O:15])[NH:37][CH2:19][CH2:20][CH2:21][CH2:22][CH2:23][CH2:24][CH2:25][CH2:26][CH2:27][CH2:28][CH2:29][CH2:30][CH2:31][CH2:32][CH2:33][CH2:34][CH2:35][CH3:36])[c:9]([CH3:11])[cH:10]1. Reactants: BrC1=CC(=NC=C1)OC (4-bromo-2-methoxypyridine), CSC1=CC=C(C=C1)B(O)O (4-methylthiophenyl boronic acid), C(=O)([O-])[O-].[K+].[K+] (K2CO3). The reagents and catalysts are C1=CC=C(C=C1)P([C-]2C=CC=C2)C3=CC=CC=C3.C1=CC=C(C=C1)P([C-]2C=CC=C2)C3=CC=CC=C3.Cl[Pd]Cl.[Fe+2] (PdCl2(dppf)). Solvent: hexanes, CS(=O)C (DMSO). Reaction conditions: temperature 95 celsius, time 16 hour. Product: CSC1=CC=C(C=C1)C1=CC(NC=C1)=O (4-(4-(Methylthio)phenyl)pyridin-2(1H)-one). Yield: 77.8%. As a reaction SMILES: Br[C:2]1[CH:7]=[CH:6][N:5]=[C:4]([O:8]C)[CH:3]=1.[CH3:10][S:11][C:12]1[CH:17]=[CH:16][C:15](B(O)O)=[CH:14][CH:13]=1.C([O-])([O-])=O.[K+].[K+]>CS(C)=O.C1C=CC(P(C2C=CC=CC=2)[C-]2C=CC=C2)=CC=1.C1C=CC(P(C2C=CC=CC=2)[C-]2C=CC=C2)=CC=1.Cl[Pd]Cl.[Fe+2]>[CH3:10][S:11][C:12]1[CH:17]=[CH:16][C:15]([C:2]2[CH:7]=[CH:6][NH:5][C:4](=[O:8])[CH:3]=2)=[CH:14][CH:13]=1 |f:2.3.4,6.7.8.9|. Procedure details: A suspension of 4-bromo-2-methoxypyridine (1.225 g, 6.511 mmol), 4-methylthiophenyl boronic acid (2.188 g, 13.02 mmol), PdCl2(dppf) (531 mg, 0.651 mmol) and K2CO3 (1.797 g, 13.02 mmol) in DMSO (10 mL) was degassed under reduced pressure for 25 min. The suspension was put under N2 and stirred at 95° C. for 16 h. The suspension was cooled, H2O was added, and the suspension was filtered to afford a light colored solid. Flash chromatography (silica gel, hexanes/(1:1 EtOAc/hexanes), 100:0 to 0:100) a...